This data is from the Open Reaction Database (ORD), a public repository of structured organic reaction records. The task is: describe an organic reaction: reactants, conditions, products, and yield The reactants are CC(C(=O)C1=CN(C2=NC=C(N=C21)C2=CC(=CC=C2)N2CCNCC2)COCC[Si](C)(C)C)(C)C (2,2-Dimethyl-1-[2-(3-piperazin-1-yl-phenyl)-5-(2-trimethylsilanyl-ethoxymethyl)-5H-pyrrolo[2,3-b]pyrazin-7-yl]-propan-1-one), C(C)(C)N(CC)C(C)C (diisopropylethylamine), BrCC(=O)OC(C)(C)C (tert-butyl bromoacetate). Run in CN(C=O)C (dimethyl formamide). Run at time 8 hour. Yields the product EtOAc hexanes, C(C)(C)(C)OC(CN1CCN(CC1)C1=CC(=CC=C1)C=1N=C2C(=NC1)N(C=C2C(C(C)(C)C)=O)COCC[Si](C)(C)C)=O ((4-{3-[7-(2,2-Dimethyl-propionyl)-5-(2-trimethylsilanyl-ethoxymethyl)-5H-pyrrolo[2,3-b]pyrazin-2-yl]-phenyl}-piperazin-1-yl)-acetic acid tert-butyl ester). Yield: 61.2%. Reaction SMILES: [CH3:1][C:2]([CH3:35])([CH3:34])[C:3]([C:5]1[C:13]2[C:8](=[N:9][CH:10]=[C:11]([C:14]3[CH:19]=[CH:18][CH:17]=[C:16]([N:20]4[CH2:25][CH2:24][NH:23][CH2:22][CH2:21]4)[CH:15]=3)[N:12]=2)[N:7]([CH2:26][O:27][CH2:28][CH2:29][Si:30]([CH3:33])([CH3:32])[CH3:31])[CH:6]=1)=[O:4].C(N(C(C)C)CC)(C)C.Br[CH2:46][C:47]([O:49][C:50]([CH3:53])([CH3:52])[CH3:51])=[O:48]>CN(C)C=O>[C:50]([O:49][C:47](=[O:48])[CH2:46][N:23]1[CH2:24][CH2:25][N:20]([C:16]2[CH:17]=[CH:18][CH:19]=[C:14]([C:11]3[N:12]=[C:13]4[C:5]([C:3](=[O:4])[C:2]([CH3:35])([CH3:34])[CH3:1])=[CH:6][N:7]([CH2:26][O:27][CH2:28][CH2:29][Si:30]([CH3:31])([CH3:33])[CH3:32])[C:8]4=[N:9][CH:10]=3)[CH:15]=2)[CH2:21][CH2:22]1)([CH3:53])([CH3:52])[CH3:51]. Procedure details: To a solution of 2,2-Dimethyl-1-[2-(3-piperazin-1-yl-phenyl)-5-(2-trimethylsilanyl-ethoxymethyl)-5H-pyrrolo[2,3-b]pyrazin-7-yl]-propan-1-one (0.233 g, 0.473 mmol) in 2 mL of dimethyl formamide was added 0.074 mL of diisopropylethylamine (0.055 g, 0.425 mmol) and 0.629 mL of tert-butyl bromoacetate (0.083 g, 0.425 mmol). The reaction was stirred at room temperature overnight before quenching with water and extracting with dichloromethane. The combined organics were washed with water, dried over M... The reactants are O=C(O)CCC(=O)OCc1ccccc1, CN(C)C=O, O=S(Cl)Cl. The product is O=C(O)CCC(=O)OCc1ccccc1, [Cl-]. Reaction SMILES: [C:1](=[O:2])([O:3][CH2:4][c:5]1[cH:6][cH:7][cH:8][cH:9][cH:10]1)[CH2:11][CH2:12][C:13](=[O:14])[OH:15].[CH3:20][N:21]([CH3:22])[CH:23]=[O:24].[S:16]([Cl:17])([Cl:18])=[O:19]>>[C:1](=[O:2])([O:3][CH2:4][c:5]1[cH:6][cH:7][cH:8][cH:9][cH:10]1)[CH2:11][CH2:12][C:13](=[O:14])[OH:15].[Cl-:18]. Starting materials: CCCCCCCN(CC)C(C)CCCc1ccc([N+](=O)[O-])cc1, CCO, [H][H]. The product is CCCCCCCN(CC)C(C)CCCc1ccc(N)cc1. As a reaction SMILES: [CH2:1]([CH3:2])[N:3]([CH:4]([CH2:5][CH2:6][CH2:7][c:8]1[cH:9][cH:10][c:11]([N+:14]([O-:15])=[O:16])[cH:12][cH:13]1)[CH3:17])[CH2:18][CH2:19][CH2:20][CH2:21][CH2:22][CH2:23][CH3:24].[CH3:27][CH2:28][OH:29].[H:25][H:26]>>[CH2:1]([CH3:2])[N:3]([CH:4]([CH2:5][CH2:6][CH2:7][c:8]1[cH:9][cH:10][c:11]([NH2:14])[cH:12][cH:13]1)[CH3:17])[CH2:18][CH2:19][CH2:20][CH2:21][CH2:22][CH2:23][CH3:24]. The reactants are BrC1=C(C=C(C=C1)CC(=O)O)F (2-(4-bromo-3-fluorophenyl)acetic acid), [Si](C)(C)(C(C)(C)C)OCC(CC1=C(C=C(N)C=C1)C(F)(F)F)(C)C (4-(3-((tert-butyl dimethylsilyl)oxy)-2,2-dimethylpropyl)-3-(trifluoromethyl)aniline), CCN(C(C)C)C(C)C (DIEA), C=1C=CC2=C(C1)N=NN2O (HOBt), CCN=C=NCCCN(C)C.Cl (EDC hydrochloride). The solvent is C(Cl)Cl (DCM). Product: BrC1=C(C=C(C=C1)CC(=O)NC1=CC(=C(C=C1)CC(CO[Si](C)(C)C(C)(C)C)(C)C)C(F)(F)F)F (2-(4-bromo-3-fluorophenyl)-N-(4-(3-((tert-butyldimethylsilyl)oxy)-2,2-dimethylpropyl)-3-(trifluoromethyl)phenyl)acetamide). The yield is 61.4%. Reaction SMILES: [Br:1][C:2]1[CH:7]=[CH:6][C:5]([CH2:8][C:9]([OH:11])=O)=[CH:4][C:3]=1[F:12].[Si:13]([O:20][CH2:21][C:22]([CH3:36])([CH3:35])[CH2:23][C:24]1[CH:30]=[CH:29][C:27]([NH2:28])=[CH:26][C:25]=1[C:31]([F:34])([F:33])[F:32])([C:16]([CH3:19])([CH3:18])[CH3:17])([CH3:15])[CH3:14].CCN(C(C)C)C(C)C.C1C=CC2N(O)N=NC=2C=1.CCN=C=NCCCN(C)C.Cl>C(Cl)Cl>[Br:1][C:2]1[CH:7]=[CH:6][C:5]([CH2:8][C:9]([NH:28][C:27]2[CH:29]=[CH:30][C:24]([CH2:23][C:22]([CH3:35])([CH3:36])[CH2:21][O:20][Si:13]([C:16]([CH3:17])([CH3:18])[CH3:19])([CH3:14])[CH3:15])=[C:25]([C:31]([F:34])([F:32])[F:33])[CH:26]=2)=[O:11])=[CH:4][C:3]=1[F:12] |f:4.5|. Procedure: A solution of 2-(4-bromo-3-fluorophenyl)acetic acid (50 mg, 0.215 mmol), 4-(3-((tert-butyl dimethylsilyl)oxy)-2,2-dimethylpropyl)-3-(trifluoromethyl)aniline (78 mg, 0.215 mmol), DIEA (83 mg, 0.644 mmol), HOBt (49.3 mg, 0.322 mmol) and EDC hydrochloride (61.7 mg, 0.322 mmol) in DCM (20 mL) was stirred at 20° C. for 16 h. The mixture was washed with H2O (20 mL) and brine (20 mL). The organic layer was dried over Na2SO4, filtered and concentrated. The crude material was purified by preparative TLC ... Reactants: C=CCCCC (hexene), [Li]CCCC.CC(C)C[AlH]CC(C)C (BuLi DiBAH), [Nd] (neodymium), C=CC=C (butadiene), known complex, [Me2Si(Me3SiC5H3)2]NdCl, [Nd].[Li]CCCC.CC(C)C[AlH]CC(C)C (neodymium BuLi DiBAH). Run in C1(=CC=CC=C1)C (toluene). The product is C=CC=C.C=CCCCC (Butadiene Hexene). As a reaction SMILES: [CH2:1]=[CH:2][CH2:3][CH2:4][CH2:5][CH3:6].[Nd].[Li]CCCC.CC(C[AlH]CC(C)C)C.[Nd].[Li]CCCC.CC(C[AlH]CC(C)C)C.C=CC=C>C1(C)C=CC=CC=1>[CH2:1]=[CH:2][CH:3]=[CH2:4].[CH2:1]=[CH:2][CH2:3][CH2:4][CH2:5][CH3:6] |f:2.3,4.5.6,9.10|. Procedure: A solution composed of 10 ml of toluene, 100 ml of hexene, 42.3 mg of this known complex of the formula [Me2Si(Me3SiC5H3)2]NdCl and 20 molar equivalents relative to the neodymium of the co-catalyst consisting of a “BuLi/DiBAH” mixture, with neodymium/BuLi/DiBAH=1/10/10, then 30 ml of butadiene were introduced in succession into a reactor under an argon atmosphere. The temperature of the polymerization reactor was adjusted to 80° C. Product: C(C)(C)(C)C=1N=C(C2=C(N1)N(N=N2)CC2=C(C=CC=C2)Cl)N2CC(CC2)NC ({1-[5-tert-Butyl-3-(2-chloro-benzyl)-3H-[1,2,3]triazolo[4,5-d]pyrimidin-7-yl]-pyrrolidin-3-yl}-methyl-amine). Reaction SMILES: [C:1]([C:5]1[N:6]=[C:7]([N:22]2[CH2:27][CH2:26]O[CH2:24][CH2:23]2)[C:8]2[N:13]=[N:12][N:11]([CH2:14][C:15]3[CH:20]=[CH:19][CH:18]=[CH:17][C:16]=3[Cl:21])[C:9]=2[N:10]=1)([CH3:4])([CH3:3])[CH3:2].C([C:32]1[N:33]=C(Cl)C2N=NN(CC3C=CC=CC=3Cl)C=2N=1)(C)(C)C.CNC1CCNC1>>[C:1]([C:5]1[N:6]=[C:7]([N:22]2[CH2:27][CH2:26][CH:24]([NH:33][CH3:32])[CH2:23]2)[C:8]2[N:13]=[N:12][N:11]([CH2:14][C:15]3[CH:20]=[CH:19][CH:18]=[CH:17][C:16]=3[Cl:21])[C:9]=2[N:10]=1)([CH3:4])([CH3:3])[CH3:2]. Reported procedure: In analogy to the procedure described for the synthesis of 5-tert-butyl-3-(2-chlorobenzyl)-7-morpholin-4-yl-3H-[1,2,3]triazolo[4,5-d]pyrimidine (example 1, step c), the title compound was prepared from 5-tert-butyl-7-chloro-3-(2-chlorobenzyl)-3H-[1,2,3]triazolo[4,5-d]pyrimidine and N-methylpyrrolidin-3-amine. MS (m/e): 400.3 (MH+). The reactants are C(C)(C)(C)C=1N=C(C2=C(N1)N(N=N2)CC2=C(C=CC=C2)Cl)N2CCOCC2 (5-tert-Butyl-3-(2-chloro-benzyl)-7-morpholin-4-yl-3H-[1,2,3]triazolo[4,5-d]pyrimidine), C(C)(C)(C)C=1N=C(C2=C(N1)N(N=N2)CC2=C(C=CC=C2)Cl)Cl (5-tert-butyl-7-chloro-3-(2-chlorobenzyl)-3H-[1,2,3]triazolo[4,5-d]pyrimidine), CNC1CNCC1 (N-methylpyrrolidin-3-amine). The reactants are [H-].[Al+3].[Li+].[H-].[H-].[H-] (lithium aluminum hydride), [Cl-].[Al+3].[Cl-].[Cl-] (aluminum chloride), BrC=1C=C(C=CC1)C(O)C1=CC=CC=C1 ((3-Bromo-phenyl)-phenyl-methanol). Run in C1CCOC1 (THF), C(C)OCC (diethyl ether). Reaction conditions: temperature 40 celsius. The product is C(C1=CC=CC=C1)C1=CC(=CC=C1)Br (1-Benzyl-3-bromo-benzene). RXN SMILES: [Br:1][C:2]1[CH:3]=[C:4]([CH:8]([C:10]2[CH:15]=[CH:14][CH:13]=[CH:12][CH:11]=2)O)[CH:5]=[CH:6][CH:7]=1.[H-].[Al+3].[Li+].[H-].[H-].[H-].[Cl-].[Al+3].[Cl-].[Cl-]>C(OCC)C.C1COCC1>[CH2:8]([C:4]1[CH:5]=[CH:6][CH:7]=[C:2]([Br:1])[CH:3]=1)[C:10]1[CH:11]=[CH:12][CH:13]=[CH:14][CH:15]=1 |f:1.2.3.4.5.6,7.8.9.10|. Procedure: (3-Bromo-phenyl)-phenyl-methanol (from previous step) was dissolved in diethyl ether (10 mL) and the solution was added dropwise to a suspension of lithium aluminum hydride (0.607 g, 16 mmol) and aluminum chloride (2.11 g, 16 mmol) stirring in THF (15 mL). The reaction was heated to 40° C. for 1 hour then cooled to 0° C., quenched with H2O, and submitted to standard aqueous workup. The crude product was purified via silica gel chromatography (0-5% EtOAc in hexanes) to afford the title compound.